From a dataset of the Open Reaction Database (ORD), a public repository of structured organic reaction records. describe an organic reaction: reactants, conditions, products, and yield Starting materials: BrC1=CC=C(C=C1)C (p-bromotoluene), [OH-].[K+] (potassium hydroxide), CC(C)([O-])C.[K+] (Potassium t-butoxide), ClC1=CC=C(C=C1)C1=CC=C(C=C1)O (4-chloro-4'-hydroxybiphenyl). The reagents and catalysts are [Cu] (copper). Solvent: CS(=O)C (dimethylsulphoxide), O (water), CO (methanol). Run at temperature 190 celsius. Product: ClC1=CC=C(C=C1)C1=CC=C(C=C1)OC1=CC=C(C=C1)C (1-(4'-chlorobiphenyl-4-yloxy)-4-methylbenzene). Isolated yield 21.0%. Reaction SMILES: CC(C)([O-])C.[K+].[Cl:7][C:8]1[CH:13]=[CH:12][C:11]([C:14]2[CH:19]=[CH:18][C:17]([OH:20])=[CH:16][CH:15]=2)=[CH:10][CH:9]=1.Br[C:22]1[CH:27]=[CH:26][C:25]([CH3:28])=[CH:24][CH:23]=1.[OH-].[K+]>CO.[Cu].O.CS(C)=O>[Cl:7][C:8]1[CH:9]=[CH:10][C:11]([C:14]2[CH:19]=[CH:18][C:17]([O:20][C:22]3[CH:27]=[CH:26][C:25]([CH3:28])=[CH:24][CH:23]=3)=[CH:16][CH:15]=2)=[CH:12][CH:13]=1 |f:0.1,4.5|. Procedure: Potassium t-butoxide (20 g) was added to a solution of 4-chloro-4'-hydroxybiphenyl (mp 142° C., prepared as in J.A.C.S, 2219, 1964) (33 g) in methanol (200 ml). The resulting mixture was evaporated to dryness under reduced pressure and the solid residue obtained was mixed with p-bromotoluene (83 g), copper powder (1 g) and dimethylsulphoxide (80 ml). The resulting mixture was refluxed (190° C.) for 16 hours, potassium hydroxide (9 g) was added and the mixture was refluxed for a further 6 hours. ...